This data is from the Open Reaction Database (ORD), a public repository of structured organic reaction records. The task is: describe an organic reaction: reactants, conditions, products, and yield Starting materials: O=C1CCC(=O)N1Br, CCOC(=O)c1cn2c(C)cccc2n1, CC#N. The product is CCOC(=O)c1nc2cccc(C)n2c1Br. RXN SMILES: [Br:1][N:2]1[C:3](=[O:4])[CH2:5][CH2:6][C:7]1=[O:8].[CH2:9]([CH3:10])[O:11][C:12](=[O:13])[c:14]1[n:15][c:16]2[n:17]([c:18]([CH3:22])[cH:19][cH:20][cH:21]2)[cH:23]1.[CH3:24][C:25]#[N:26]>>[Br:1][c:23]1[c:14]([C:12]([O:11][CH2:9][CH3:10])=[O:13])[n:15][c:16]2[n:17]1[c:18]([CH3:22])[cH:19][cH:20][cH:21]2.